From a dataset of the Open Reaction Database (ORD), a public repository of structured organic reaction records. describe an organic reaction: reactants, conditions, products, and yield The reactants are [Li]C(C)(C)C, C1CCOC1, CC1(C)CCc2c(csc2C(=O)O)C1, CI, O, O=C(O)CC(O)(CC(=O)O)C(=O)O. The product is Cc1sc(C(=O)O)c2c1CC(C)(C)CC2. As a reaction SMILES: [C:15]([Li:16])([CH3:17])([CH3:18])[CH3:19].[CH2:35]1[O:36][CH2:37][CH2:38][CH2:39]1.[CH3:1][C:2]1([CH3:14])[CH2:3][c:4]2[c:5]([c:6]([C:9](=[O:10])[OH:11])[s:7][cH:8]2)[CH2:12][CH2:13]1.[CH3:20][I:21].[OH2:40].[OH:22][C:23]([CH2:24][C:25]([C:26](=[O:27])[OH:28])([CH2:29][C:30](=[O:31])[OH:32])[OH:33])=[O:34]>>[CH3:1][C:2]1([CH3:14])[CH2:3][c:4]2[c:5]([c:6]([C:9](=[O:10])[OH:11])[s:7][c:8]2[CH3:15])[CH2:12][CH2:13]1. Starting materials: C(C1=CC=CC=C1)OC1=C(C(=CC(=C1)C=1OC(=CN1)C)O)B(O)O ((2-(benzyloxy)-6-hydroxy-4-(5-methyloxazol-2-yl)phenyl)boronic acid), C([O-])([O-])=O.[Na+].[Na+] (sodium carbonate), Cl (HCl), ClC1=CC=C(N=N1)N(C1CC(NC(C1)(C)C)(C)C)C (6-chloro-N-methyl-N-(2,2,6,6-tetramethylpiperidin-4-yl)pyridazin-3-amine), ClC1=CC=C(N=N1)N(C1CC(NC(C1)(C)C)(C)C)C (6-chloro-N-methyl-N-(2,2,6,6-tetramethylpiperidin-4-yl)pyridazin-3-amine), CO (MeOH). Reagents/catalysts: C=1C=CC(=CC1)[P](C=2C=CC=CC2)(C=3C=CC=CC3)[Pd]([P](C=4C=CC=CC4)(C=5C=CC=CC5)C=6C=CC=CC6)([P](C=7C=CC=CC7)(C=8C=CC=CC8)C=9C=CC=CC9)[P](C=1C=CC=CC1)(C=1C=CC=CC1)C=1C=CC=CC1 (Tetrakis(triphenylphosphine)palladium(0)). Solvent: COCCOC.O (DME water), ClCCl (dichloromethane). Reaction conditions: temperature 140 celsius. The product is C(C1=CC=CC=C1)OC=1C(=C(C=C(C1)C=1OC(=CN1)C)O)C=1N=NC(=CC1)N(C1CC(NC(C1)(C)C)(C)C)C (3-(benzyloxy)-2-(6-(methyl(2,2,6,6-tetramethylpiperidin-4-yl)amino)pyridazin-3-yl)-5-(5-methyloxazol-2-yl)phenol). Reaction SMILES: Cl[C:2]1[N:7]=[N:6][C:5]([N:8]([CH3:19])[CH:9]2[CH2:14][C:13]([CH3:16])([CH3:15])[NH:12][C:11]([CH3:18])([CH3:17])[CH2:10]2)=[CH:4][CH:3]=1.[CH2:20]([O:27][C:28]1[CH:33]=[C:32]([C:34]2[O:35][C:36]([CH3:39])=[CH:37][N:38]=2)[CH:31]=[C:30]([OH:40])[C:29]=1B(O)O)[C:21]1[CH:26]=[CH:25][CH:24]=[CH:23][CH:22]=1.C(=O)([O-])[O-].[Na+].[Na+].Cl.CO>ClCCl.C1C=CC([P]([Pd]([P](C2C=CC=CC=2)(C2C=CC=CC=2)C2C=CC=CC=2)([P](C2C=CC=CC=2)(C2C=CC=CC=2)C2C=CC=CC=2)[P](C2C=CC=CC=2)(C2C=CC=CC=2)C2C=CC=CC=2)(C2C=CC=CC=2)C2C=CC=CC=2)=CC=1.COCCOC.O>[CH2:20]([O:27][C:28]1[C:29]([C:2]2[N:7]=[N:6][C:5]([N:8]([CH3:19])[CH:9]3[CH2:14][C:13]([CH3:16])([CH3:15])[NH:12][C:11]([CH3:18])([CH3:17])[CH2:10]3)=[CH:4][CH:3]=2)=[C:30]([OH:40])[CH:31]=[C:32]([C:34]2[O:35][C:36]([CH3:39])=[CH:37][N:38]=2)[CH:33]=1)[C:21]1[CH:22]=[CH:23][CH:24]=[CH:25][CH:26]=1 |f:2.3.4,9.10,^1:59,61,80,99|. Procedure: A mixture of 6-chloro-N-methyl-N-(2,2,6,6-tetramethylpiperidin-4-yl)pyridazin-3-amine (Intermediate 1-1, 45 mg, 0.16 mmol), the crude (2-(benzyloxy)-6-hydroxy-4-(5-methyloxazol-2-yl)phenyl)boronic acid (103 mg, 0.239 mmol based on 75% purity), and sodium carbonate (51 mg, 0.48 mmol) in 3:1 DME/water was degassed with a stream of dry nitrogen for five minutes. Tetrakis(triphenylphosphine)palladium(0) (18.39 mg, 0.016 mmol) was added and the mixture heated under microwave irradiation at 140° C. fo... Starting materials: BrCc1ccccc1, O=C([O-])[O-], CCOC(C)=O, CN(C)C=O, [K+], [K+], O, Oc1cccc(O)c1. The product is Oc1cccc(OCc2ccccc2)c1. RXN SMILES: [Br:15][CH2:16][c:17]1[cH:18][cH:19][cH:20][cH:21][cH:22]1.[C:9](=[O:10])([O-:11])[O-:12].[CH3:23][CH2:24][O:25][C:26](=[O:27])[CH3:28].[CH3:29][N:30]([CH3:31])[CH:32]=[O:33].[K+:13].[K+:14].[OH2:34].[OH:1][c:2]1[cH:3][cH:4][cH:5][c:6]([OH:7])[cH:8]1>>[O:1]([c:2]1[cH:3][cH:4][cH:5][c:6]([OH:7])[cH:8]1)[CH2:16][c:17]1[cH:18][cH:19][cH:20][cH:21][cH:22]1. RXN SMILES: [Br:1][C:2]1[N:3]=[C:4]2[C:10]([CH2:11][OH:12])=[CH:9][N:8](CO)[C:5]2=[N:6][CH:7]=1.[OH:15]S(O)(=O)=O>CC(C)=O.O>[Br:1][C:2]1[N:3]=[C:4]2[C:10]([C:11]([OH:12])=[O:15])=[CH:9][NH:8][C:5]2=[N:6][CH:7]=1. The yield is 107.3%. Reaction conditions: temperature 40 celsius, time 16 hour. Solvent: CC(=O)C (acetone), O (water). Reactants: BrC=1N=C2C(=NC1)N(C=C2CO)CO ((2-bromo-7-hydroxymethyl-pyrrolo[2,3-b]pyrazin-5-yl)-methanol), CrO3, OS(=O)(=O)O (H2SO4). Product: BrC=1N=C2C(=NC1)NC=C2C(=O)O (2-bromo-5H-pyrrolo[2,3-b]pyrazine-7-carboxylic acid). Procedure: To a stirred solution of (2-bromo-7-hydroxymethyl-pyrrolo[2,3-b]pyrazin-5-yl)-methanol (0.525 g, 2.03 mmol) in 200 mL of acetone at 40° C. was added a solution of CrO3 (0.832 g, 8.32 mmol) and H2SO4 (1.32 g, 13.4 mmol) in water (3 ml). Then the reaction was stirred at 40° C. for 16 hours then filtered through Celite. The filtrate was evaporated at 40° C. under reduced pressure to give 2-bromo-5H-pyrrolo[2,3-b]pyrazine-7-carboxylic acid (0.527 g) as an off-white solid. LCMS: (M+H)+=264; 1H NMR (3... Reactants: ClCC1=CC=CC2=CC=CC=C12 (1-Chloromethylnaphthalene), Cl.CON (methoxyamine hydrochloride), C([O-])([O-])=O.[Na+].[Na+] (sodium carbonate). The solvent is CN(C=O)C (dimethylformamide), CN(C)C=O (DMF), CN(C)C=O (DMF). Conditions: time 20 minute. Product: CONCC1=CC=CC2=CC=CC=C12 (N-methoxy-1-naphthalenemethanamine). Isolated yield 50.6%. As a reaction SMILES: Cl[CH2:2][C:3]1[C:12]2[C:7](=[CH:8][CH:9]=[CH:10][CH:11]=2)[CH:6]=[CH:5][CH:4]=1.Cl.[CH3:14][O:15][NH2:16].C(=O)([O-])[O-].[Na+].[Na+]>CN(C)C=O>[CH3:14][O:15][NH:16][CH2:2][C:3]1[C:12]2[C:7](=[CH:8][CH:9]=[CH:10][CH:11]=2)[CH:6]=[CH:5][CH:4]=1 |f:1.2,3.4.5|. Procedure: 1-Chloromethylnaphthalene (1.85 g, 10 mmol) in 4 ml dimethylformamide (hereinafter DMF) was added dropwise to a mixture of methoxyamine hydrochloride (9.19 g, 110 mmol) and sodium carbonate (11.66 g, 110 mmol) in 100 ml of DMF at 0°-5° C. After stirring 20 minutes, the reaction was warmed to room temperature. After about 18 hours, the reaction was concentrated in vacuo and partitioned between ethyl ether and water. The aqueous layer was extracted twice with ethyl ether. Combined ethereal layers ... The reactants are [N+](=O)([O-])C1=C2COC(C2=CC=C1)=O (4-nitroisobenzofuran-1(3H)-one). The reagents and catalysts are [Pd] (Pd/C). The solvent is C(C)(=O)OCC (ethyl acetate). Reaction conditions: temperature 25 celsius, time 3 hour. The product is NC1=C2COC(C2=CC=C1)=O (4-aminoisobenzofuran-1(3H)-one). The yield is 96.1%. Reaction SMILES: [N+:1]([C:4]1[CH:12]=[CH:11][CH:10]=[C:9]2[C:5]=1[CH2:6][O:7][C:8]2=[O:13])([O-])=O>C(OCC)(=O)C.[Pd]>[NH2:1][C:4]1[CH:12]=[CH:11][CH:10]=[C:9]2[C:5]=1[CH2:6][O:7][C:8]2=[O:13]. Procedure details: A suspension of 4-nitroisobenzofuran-1(3H)-one (1.0 g, 5.58 mmol) and 10% Pd/C (0.1 g) in ethyl acetate (30 mL) was purged in 1 atm hydrogen and stirred at 25° C. for 3 hr. The mixture was filtered, and the filtrate was concentrated to give 4-aminoisobenzofuran-1(3H)-one (0.8 g, yield 96%) as a off-white solid. MS (ESI) m/z: 150(M+1)+. 1H-NMR (400 MHz, CDCl3) δ 3.82 (s, br 1H), 5.19 (s, 3H), 6.91-6.95 (m, 1H), 7.32-7.36 (m, 2H). RXN SMILES: [OH-].[Na+].[C:3]1([C:5](=[CH:7][CH:8]=[CH:9][CH:10]=1)[OH:6])O.[C:11]([OH:15])(=[O:14])[CH:12]=[O:13].Cl.[C:17](=[O:20])([O-])[O-].[I-].[CH2:22](Cl)[C:23]1[CH:28]=[CH:27][CH:26]=[CH:25][CH:24]=1>>[CH2:22]([O:6][C:5]1[CH:3]=[C:10]([CH:9]=[CH:8][C:7]=1[O:20][CH2:17][C:3]1[CH:5]=[CH:7][CH:8]=[CH:9][CH:10]=1)[CH:12]([OH:13])[C:11]([O:15][CH2:22][C:23]1[CH:28]=[CH:27][CH:26]=[CH:25][CH:24]=1)=[O:14])[C:23]1[CH:28]=[CH:27][CH:26]=[CH:25][CH:24]=1 |f:0.1|. Procedure: 500 ml of an aqueous solution containing 48 g (1.2 mol) of sodium hydroxide was dropwise added to a suspension of 88 g (0.8 mol) of catechol and 109.5 g (about 0.5 mol) of a 40% glyoxylic acid aqueous solution under a nitrogen atmosphere under cooling with ice, and heated to 40° C. for 5 hours. The reaction solution was adjusted to pH2.0 with 6N hydrochloric acid under cooling with ice, and unreacted catechol was extracted with ethyl acetate. The water layer was evaporated to dryness under reduc... Run at temperature 40 celsius, time 15 hour. Starting materials: Cl (hydrochloric acid), aqueous solution, [OH-].[Na+] (sodium hydroxide), C([O-])([O-])=O (carbonate), [I-] (iodide), C(C1=CC=CC=C1)Cl (benzylchloride), C=1(O)C(O)=CC=CC1 (catechol), C(C=O)(=O)O (glyoxylic acid), C=1(O)C(O)=CC=CC1 (catechol). Product: C(C1=CC=CC=C1)OC=1C=C(C(C(=O)OCC2=CC=CC=C2)O)C=CC1OCC1=CC=CC=C1 (benzyl 3,4-dibenzyloxymandelate). Solvent: ice water. Starting materials: CC(c1ccc(Br)cc1)N1CCC(CC(C)(C)O)(c2ccc(F)cc2)OC1=O, Cc1cc(Br)cc(C)[n+]1[O-]. Product: Cc1cc(-c2ccc(C(C)N3CCC(CC(C)(C)O)(c4ccc(F)cc4)OC3=O)cc2)cc(C)[n+]1[O-]. Reaction SMILES: [Br:1][c:2]1[cH:3][cH:4][c:5]([CH:8]([CH3:9])[N:10]2[C:11](=[O:28])[O:12][C:13]([CH2:16][C:17]([CH3:18])([CH3:19])[OH:20])([c:21]3[cH:22][cH:23][c:24]([F:27])[cH:25][cH:26]3)[CH2:14][CH2:15]2)[cH:6][cH:7]1.[Br:29][c:30]1[cH:31][c:32]([CH3:38])[n+:33]([O-:37])[c:34]([CH3:36])[cH:35]1>>[c:2]1(-[c:30]2[cH:31][c:32]([CH3:38])[n+:33]([O-:37])[c:34]([CH3:36])[cH:35]2)[cH:3][cH:4][c:5]([CH:8]([CH3:9])[N:10]2[C:11](=[O:28])[O:12][C:13]([CH2:16][C:17]([CH3:18])([CH3:19])[OH:20])([c:21]3[cH:22][cH:23][c:24]([F:27])[cH:25][cH:26]3)[CH2:14][CH2:15]2)[cH:6][cH:7]1. Starting materials: O=C([O-])[O-], CN(C)CCCCl, Nc1ccc2ncnc(N3CCc4ccc(Cl)cc43)c2c1, Cl, [K+], [K+], O. Yields the product CN(C)CCCNc1ccc2ncnc(N3CCc4ccc(Cl)cc43)c2c1. Reaction SMILES: [C:30](=[O:31])([O-:32])[O-:33].[CH3:23][N:24]([CH2:25][CH2:26][CH2:27][Cl:28])[CH3:29].[Cl:2][c:3]1[cH:4][cH:5][c:6]2[c:10]([cH:11]1)[N:9]([c:12]1[n:13][cH:14][n:15][c:16]3[cH:17][cH:18][c:19]([NH2:22])[cH:20][c:21]13)[CH2:8][CH2:7]2.[ClH:1].[K+:34].[K+:35].[OH2:36]>>[Cl:2][c:3]1[cH:4][cH:5][c:6]2[c:10]([cH:11]1)[N:9]([c:12]1[n:13][cH:14][n:15][c:16]3[cH:17][cH:18][c:19]([NH:22][CH2:27][CH2:26][CH2:25][N:24]([CH3:23])[CH3:29])[cH:20][c:21]13)[CH2:8][CH2:7]2.